The task is: describe an organic reaction: reactants, conditions, products, and yield. This data is from the Open Reaction Database (ORD), a public repository of structured organic reaction records. Starting materials: BrCCBr (1,2-dibromoethane), C(Cl)Cl (methylene chloride), C([O-])([O-])=O.[K+].[K+] (potassium carbonate), Cl.C(C1=CC=CC=C1)(C1=CC=CC=C1)(C1=CC=CC=C1)NC=1SC=C(N1)C(C(=O)OCC)=NO (ethyl 2-(2-tritylamino-4-thiazolyl)-2-hydroxyimino-acetate HCl). Solvent: O (water), CN(C=O)C (dimethylformamide). Reaction conditions: temperature 20 celsius, time 20 minute. Product: BrCCON=C(C(=O)OCC)C=1N=C(SC1)NC(C1=CC=CC=C1)(C1=CC=CC=C1)C1=CC=CC=C1 (ethyl 2-(2-bromoethoxyimino)-2-(2-tritylamino-4-thiazolyl)-acetate), crystals. As a reaction SMILES: C(=O)([O-])[O-].[K+].[K+].Cl.[C:8]([NH:27][C:28]1[S:29][CH:30]=[C:31]([C:33](=[N:39][OH:40])[C:34]([O:36][CH2:37][CH3:38])=[O:35])[N:32]=1)([C:21]1[CH:26]=[CH:25][CH:24]=[CH:23][CH:22]=1)([C:15]1[CH:20]=[CH:19][CH:18]=[CH:17][CH:16]=1)[C:9]1[CH:14]=[CH:13][CH:12]=[CH:11][CH:10]=1.[Br:41][CH2:42][CH2:43]Br.C(Cl)Cl>CN(C)C=O.O>[Br:41][CH2:42][CH2:43][O:40][N:39]=[C:33]([C:31]1[N:32]=[C:28]([NH:27][C:8]([C:21]2[CH:26]=[CH:25][CH:24]=[CH:23][CH:22]=2)([C:15]2[CH:16]=[CH:17][CH:18]=[CH:19][CH:20]=2)[C:9]2[CH:14]=[CH:13][CH:12]=[CH:11][CH:10]=2)[S:29][CH:30]=1)[C:34]([O:36][CH2:37][CH3:38])=[O:35] |f:0.1.2,3.4|. Procedure: 4.14 g of potassium carbonate were added over 3 minutes under argon to a mixture of 4.94 g of the product of Step B in 10 ml of dimethylformamide and the mixture was stirred at 20° C. for 20 minutes. 8.65 ml of 1,2-dibromoethane were added to the mixture which was then stirred for 30 hours and poured into a mixture of 20 ml of methylene chloride and 100 ml of distilled water. The mixture was decanted and the aqueous phase was reextracted with methylene chloride. The combined organic phases were ... The reactants are C(=O)([O-])[O-].[Cs+].[Cs+] (Cs2CO3), C(#N)C1=C2C=CNC2=CC=C1 (4-Cyanoindole), BrCCC(=O)OCC (ethyl 3-bromopropionate). Solvent: CN(C)C=O (DMF), CN(C)C=O (DMF). Conditions: temperature 80 celsius, time 1 hour. Product: C(#N)C1=C2C=CN(C2=CC=C1)CCC(=O)OCC (Ethyl 3-(4-cyano-1H-indol-1-yl)propanoate). Reaction SMILES: [C:1]([C:3]1[CH:11]=[CH:10][CH:9]=[C:8]2[C:4]=1[CH:5]=[CH:6][NH:7]2)#[N:2].C([O-])([O-])=O.[Cs+].[Cs+].Br[CH2:19][CH2:20][C:21]([O:23][CH2:24][CH3:25])=[O:22]>CN(C=O)C>[C:1]([C:3]1[CH:11]=[CH:10][CH:9]=[C:8]2[C:4]=1[CH:5]=[CH:6][N:7]2[CH2:19][CH2:20][C:21]([O:23][CH2:24][CH3:25])=[O:22])#[N:2] |f:1.2.3|. Procedure: 4-Cyanoindole (2.5 g) was dissolved in DMF (7.5 ml). Cs2CO3 (11.46 g) was added followed by ethyl 3-bromopropionate (3.38 ml). This mixture was heated to 80° C. for 40 minutes. A further portion of DMF (5 ml) was added and heating at 80° C. continued for 1 hour. The reaction mixture was evaporated then dissolved in H2O (200 ml) and extracted with EtOAc (200 ml). This was evaporated to give a yellow oil (3.5 g) which was purified on a 40+M Biotage cartridge, eluting with a 25-75% mixture of Et2O ... The reactants are C(#N)C=1C=C2C[C@@H](CNC2=CC1)NC(=O)NC1=CC=CC=C1 ((S)-(6-cyano-1,2,3,4-tetrahydroquinolin-3-yl)-3-phenylurea), ClC=1C=C(C=O)C=CC1 (3-chlorobenzaldehyde). Yields the product ClC=1C=C(CN2C[C@H](CC3=CC(=CC=C23)C#N)NC(=O)NC2=CC=CC=C2)C=CC1 ((S)-1-[1-(3-Chlorobenzyl)-6-cyano-1,2,3,4-tetrahydroquinolin-3-yl]-3-phenylurea). Reaction SMILES: [C:1]([C:3]1[CH:4]=[C:5]2[C:10](=[CH:11][CH:12]=1)[NH:9][CH2:8][C@@H:7]([NH:13][C:14]([NH:16][C:17]1[CH:22]=[CH:21][CH:20]=[CH:19][CH:18]=1)=[O:15])[CH2:6]2)#[N:2].[Cl:23][C:24]1[CH:25]=[C:26]([CH:29]=[CH:30][CH:31]=1)[CH:27]=O>>[Cl:23][C:24]1[CH:25]=[C:26]([CH:29]=[CH:30][CH:31]=1)[CH2:27][N:9]1[C:10]2[C:5](=[CH:4][C:3]([C:1]#[N:2])=[CH:12][CH:11]=2)[CH2:6][C@H:7]([NH:13][C:14]([NH:16][C:17]2[CH:22]=[CH:21][CH:20]=[CH:19][CH:18]=2)=[O:15])[CH2:8]1. Reported procedure: The title compound was prepared from (S)-(6-cyano-1,2,3,4-tetrahydroquinolin-3-yl)-3-phenylurea, prepared as described in Example 41A, and 3-chlorobenzaldehyde by procedures analogous to those described in Example 3A. HPLC (method B): retention time 7.2 min. MS (ES): m/z 417 [M+H]+. Chiral HPLC 100% e.e.; retention time=27.3 min; Conditions: AD (4.6×250 mm); Eluted with 20% isopropanol in hexanes for 60 min at 1 mL/min. Starting materials: C(C)OC(CBr)OCC (bromoacetaldehyde diethyl acetal), [Na] (Sodium), amide, C(CS)(=O)N (Thioglycolamide). The solvent is C(C)O (ethanol). Product: C(C)OC(CSCC(=O)N)OCC (2-(2',2'-Diethoxyethylthio)acetamide). As a reaction SMILES: [Na].[C:2]([NH2:6])(=[O:5])[CH2:3][SH:4].[CH2:7]([O:9][CH:10]([O:13][CH2:14][CH3:15])[CH2:11]Br)[CH3:8]>C(O)C>[CH2:7]([O:9][CH:10]([O:13][CH2:14][CH3:15])[CH2:11][S:4][CH2:3][C:2]([NH2:6])=[O:5])[CH3:8] |^1:0|. Procedure details: Sodium (0.878 g) was dissolved in absolute ethanol (150 ml) under an inert atmosphere. Thioglycolamide (3.47 g) (prepared as described by Sokol and Ritter, J.A.C.S. 70 3517 (1948)) was added and, when practically all the amide had dissolved, bromoacetaldehyde diethyl acetal (11.5 ml) was added. The mixture was heated at 60°-65° C. for 7 hours, cooled and filtered, and the filtrate evaporated under reduced pressure. The residue was dissolved in ethyl acetate (100 ml) and brine (50 ml), the layers... Starting materials: O=C([O-])[O-], CC1(C)OCC(COC(=O)NC2CCN(c3ccc(N4CC(Cn5ccnn5)OC4=O)cc3F)C2)O1, Cl, [K+], [K+], C1CCOC1. The product is O=C(NC1CCN(c2ccc(N3CC(Cn4ccnn4)OC3=O)cc2F)C1)OCC(O)CO. Reaction SMILES: [C:38](=[O:39])([O-:40])[O-:41].[CH3:1][C:2]1([CH3:36])[O:3][CH2:4][CH:5]([CH2:7][O:8][C:9](=[O:10])[NH:11][CH:12]2[CH2:13][N:14]([c:17]3[c:18]([F:35])[cH:19][c:20]([N:23]4[C:24](=[O:34])[O:25][CH:26]([CH2:28][n:29]5[n:30][n:31][cH:32][cH:33]5)[CH2:27]4)[cH:21][cH:22]3)[CH2:15][CH2:16]2)[O:6]1.[ClH:37].[K+:42].[K+:43].[O:44]1[CH2:45][CH2:46][CH2:47][CH2:48]1>>[OH:3][CH2:4][CH:5]([OH:6])[CH2:7][O:8][C:9](=[O:10])[NH:11][CH:12]1[CH2:13][N:14]([c:17]2[c:18]([F:35])[cH:19][c:20]([N:23]3[C:24](=[O:34])[O:25][CH:26]([CH2:28][n:29]4[n:30][n:31][cH:32][cH:33]4)[CH2:27]3)[cH:21][cH:22]2)[CH2:15][CH2:16]1. Starting materials: C1CNCCN1, Cc1nc(N2CCS(=O)CC2)nc(Cl)c1C#N, C1COCCO1. Product: Cc1nc(N2CCS(=O)CC2)nc(N2CCNCC2)c1C#N. RXN SMILES: [CH2:18]1[CH2:19][NH:20][CH2:21][CH2:22][NH:23]1.[Cl:1][c:2]1[n:3][c:4]([N:11]2[CH2:12][CH2:13][S:14](=[O:17])[CH2:15][CH2:16]2)[n:5][c:6]([CH3:10])[c:7]1[C:8]#[N:9].[O:24]1[CH2:25][CH2:26][O:27][CH2:28][CH2:29]1>>[c:2]1([N:20]2[CH2:19][CH2:18][NH:23][CH2:22][CH2:21]2)[n:3][c:4]([N:11]2[CH2:12][CH2:13][S:14](=[O:17])[CH2:15][CH2:16]2)[n:5][c:6]([CH3:10])[c:7]1[C:8]#[N:9]. Product: ClC=1C=C(C(=NC1)OC1=CC=C(OC(C(=O)Cl)C)C=C1)F (2-[4-(5-Chloro-3-fluoropyridin-2-yloxy)phenoxy]propionyl chloride). Procedure: 63.6 g of 2-[4-(5-chloro-3-fluoropyridin-2-yloxy)phenoxy]propionic acid are dissolved in 700 ml of toluene, then 200 ml of toluene are removed from this solution by distillation. After cooling to 90° C., 25 ml (0.34 mole) of thionyl chloride are added dropwise and the solution is stirred for 14 hours at this temperature. The reaction mixture is then concentrated to a volume of 200 ml and the resultant solution of 2-[4-(5-chloro-3-fluoropyridin-2-yloxy)phenoxy]propionyl chloride in toluene is use... Run at temperature 90 celsius, time 14 hour. Starting materials: ClC=1C=C(C(=NC1)OC1=CC=C(OC(C(=O)O)C)C=C1)F (2-[4-(5-chloro-3-fluoropyridin-2-yloxy)phenoxy]propionic acid), S(=O)(Cl)Cl (thionyl chloride). Run in C1(=CC=CC=C1)C (toluene). As a reaction SMILES: [Cl:1][C:2]1[CH:3]=[C:4]([F:21])[C:5]([O:8][C:9]2[CH:20]=[CH:19][C:12]([O:13][CH:14]([CH3:18])[C:15](O)=[O:16])=[CH:11][CH:10]=2)=[N:6][CH:7]=1.S(Cl)([Cl:24])=O>C1(C)C=CC=CC=1>[Cl:1][C:2]1[CH:3]=[C:4]([F:21])[C:5]([O:8][C:9]2[CH:20]=[CH:19][C:12]([O:13][CH:14]([CH3:18])[C:15]([Cl:24])=[O:16])=[CH:11][CH:10]=2)=[N:6][CH:7]=1. Reactants: [N+](=O)(O)[O-] (HNO3), NC1=CC=C(C=N1)S(=O)(=O)O (6-Aminopyridine-3-sulfonic acid), ice. Solvent: OS(=O)(=O)O (H2SO4). Reaction conditions: temperature 50 celsius, time 1 hour. The product is NC1=C(C=C(C=N1)S(=O)(=O)O)[N+](=O)[O-] (6-amino-5-nitropyridine-3-sulfonic acid). RXN SMILES: [NH2:1][C:2]1[N:7]=[CH:6][C:5]([S:8]([OH:11])(=[O:10])=[O:9])=[CH:4][CH:3]=1.[N+:12]([O-])([OH:14])=[O:13]>OS(O)(=O)=O>[NH2:1][C:2]1[N:7]=[CH:6][C:5]([S:8]([OH:11])(=[O:10])=[O:9])=[CH:4][C:3]=1[N+:12]([O-:14])=[O:13]. Procedure details: 6-Aminopyridine-3-sulfonic acid (20 g) in concentrated H2SO4 (80 mL) was heated at 50° C. until it was completely dissolved. To this solution was added fuming HNO3 dropwise over 20 minutes. The rate of addition was kept slow so that the internal temperature did not exceed 55° C. After the addition was complete, the reaction mixture was heated at 50° C. for 1 hour. After it cooled to room temperature, it was poured into 150 g of ice. The mixture was stirred for another 1 hour. The whole flask was...